From a dataset of the Open Reaction Database (ORD), a public repository of structured organic reaction records. describe an organic reaction: reactants, conditions, products, and yield Reaction SMILES: [O:1]=[C:2]([C:22]1[CH:27]=[CH:26][CH:25]=[CH:24][CH:23]=1)[CH2:3][CH2:4][C:5]1[CH:10]=[CH:9][CH:8]=[CH:7][C:6]=1[NH:11][C:12](=[O:21])[O:13][CH2:14][C:15]1[CH:20]=[CH:19][CH:18]=[CH:17][CH:16]=1.CCCCCCCCCC.C(OO)(C)(C)C.NC1C=CC=CC=1>[I-].C([N+](CCCC)(CCCC)CCCC)CCC.C(OCC)(=O)C.CCCCCC.C(OCC)(=O)C.O>[C:2]([CH:3]1[CH2:4][C:5]2[C:6](=[CH:7][CH:8]=[CH:9][CH:10]=2)[N:11]1[C:12]([O:13][CH2:14][C:15]1[CH:16]=[CH:17][CH:18]=[CH:19][CH:20]=1)=[O:21])(=[O:1])[C:22]1[CH:27]=[CH:26][CH:25]=[CH:24][CH:23]=1 |f:4.5,7.8|. Run at time 5 hour. Product: C(C1=CC=CC=C1)(=O)C1N(C2=CC=CC=C2C1)C(=O)OCC1=CC=CC=C1 (benzyl 2-benzoylindoline-1-carboxylate). Run in CCCCCC.C(C)(=O)OCC (hexane ethyl acetate), C(C)(=O)OCC (ethyl acetate), O (water). Procedure: A reactor was charged with 359 mg (1.0 mmol) of benzyl 2-(3-oxo-3-phenylpropyl)phenylcarbamate (an2) obtained in Synthesis Example 6, 36.9 mg (0.10 mmol) of tetrabutylammonium iodide (Bu4N+I−), and 50 mL of ethyl acetate as a solvent to prepare a solution. Subsequently, 364 μL of 5.5 M decane solution (manufactured by Aldrich) containing 2.0 mmol of tert-butyl hydroperoxide (TBHP) as an oxidizing agent was added to the solution in an amount corresponding to 2 equivalents based on the aniline der... Reactants: O=C(CCC1=C(C=CC=C1)NC(OCC1=CC=CC=C1)=O)C1=CC=CC=C1 (benzyl 2-(3-oxo-3-phenylpropyl)phenylcarbamate), NC1=CC=CC=C1 (aniline), CCCCCCCCCC (decane), C(C)(C)(C)OO (tert-butyl hydroperoxide), crude product. Isolated yield 10.0%. The reagents and catalysts are [I-].C(CCC)[N+](CCCC)(CCCC)CCCC (tetrabutylammonium iodide). Starting materials: C(C1=CC=CC=C1)OC1=NC(=NC=C1)OCCCN1CCN(CC1)C1=NC(=NC(=C1)C1CCC1)C(C)(C)C (4-{4-[3-(4-benzyloxy-pyrimidin-2-yloxy)-propyl]-piperazin-1-yl}-2-tert-butyl-6-cyclobutyl-pyrimidine). Reagents/catalysts: [Pd] (Pd/C). The solvent is O1CCCC1 (tetrahydrofuran). Reaction conditions: time 3 hour. Product: C(C)(C)(C)C1=NC(=CC(=N1)N1CCN(CC1)CCCOC1=NC=CC(=N1)O)C1CCC1 (2-{3-[4-(2-tert-Butyl-6-cyclobutyl-pyrimidin-4-yl)-piperazin-1-yl]-propoxy}-pyrimidin-4-ol). Isolated yield 59.8%. RXN SMILES: C([O:8][C:9]1[CH:14]=[CH:13][N:12]=[C:11]([O:15][CH2:16][CH2:17][CH2:18][N:19]2[CH2:24][CH2:23][N:22]([C:25]3[CH:30]=[C:29]([CH:31]4[CH2:34][CH2:33][CH2:32]4)[N:28]=[C:27]([C:35]([CH3:38])([CH3:37])[CH3:36])[N:26]=3)[CH2:21][CH2:20]2)[N:10]=1)C1C=CC=CC=1>O1CCCC1.[Pd]>[C:35]([C:27]1[N:26]=[C:25]([N:22]2[CH2:21][CH2:20][N:19]([CH2:18][CH2:17][CH2:16][O:15][C:11]3[N:10]=[C:9]([OH:8])[CH:14]=[CH:13][N:12]=3)[CH2:24][CH2:23]2)[CH:30]=[C:29]([CH:31]2[CH2:32][CH2:33][CH2:34]2)[N:28]=1)([CH3:38])([CH3:36])[CH3:37]. Reported procedure: 0.75 g of 4-{4-[3-(4-benzyloxy-pyrimidin-2-yloxy)-propyl]-piperazin-1-yl}-2-tert-butyl-6-cyclobutyl-pyrimidine (1.45 mmol) were dissolved in 20 ml of tetrahydrofuran and, after addition of 0.1 g of 10% Pd/C, the reaction mixture was hydrogenated for 3 h at 40° C. After filtration, additional catalyst (0.2 g of 10% Pd/C) was added and the mixture was again hydrogenated for 1 h at 40° C. Finally, the catalyst was removed by filtration, the solvent evaporated under reduced pressure, and the remaini... The reactants are NC1=CC=C(C=C1)C1=C(NC2=CN=CC=C21)C(=O)N (3-(4-aminophenyl)-1H-pyrrolo[2,3-c]pyridine-2-carboxamide), FC(C=1C=C(C=CC1)N=C=O)(F)F (3-trifluoromethylphenyl isocyanate). The product is solid, FC(C=1C=C(C=CC1)NC(NC1=CC=C(C=C1)C1=C(NC2=CN=CC=C21)C(=O)N)=O)(F)F (3-{4-[3-(3-trifluoromethylphenyl)ureido]phenyl}-1H-pyrrolo[2,3-c]pyridine-2-carboxamide). Reaction SMILES: [NH2:1][C:2]1[CH:7]=[CH:6][C:5]([C:8]2[C:16]3[C:11](=[CH:12][N:13]=[CH:14][CH:15]=3)[NH:10][C:9]=2[C:17]([NH2:19])=[O:18])=[CH:4][CH:3]=1.[F:20][C:21]([F:32])([F:31])[C:22]1[CH:23]=[C:24]([N:28]=[C:29]=[O:30])[CH:25]=[CH:26][CH:27]=1>>[F:20][C:21]([F:31])([F:32])[C:22]1[CH:23]=[C:24]([NH:28][C:29](=[O:30])[NH:1][C:2]2[CH:3]=[CH:4][C:5]([C:8]3[C:16]4[C:11](=[CH:12][N:13]=[CH:14][CH:15]=4)[NH:10][C:9]=3[C:17]([NH2:19])=[O:18])=[CH:6][CH:7]=2)[CH:25]=[CH:26][CH:27]=1. Procedure details: 77 mg of solid yellow 3-{4-[3-(3-trifluoromethylphenyl)ureido]phenyl}-1H-pyrrolo[2,3-c]pyridine-2-carboxamide are prepared as described in Example 1 starting with 3-(4-aminophenyl)-1H-pyrrolo[2,3-c]pyridine-2-carboxamide and 3-trifluoromethylphenyl isocyanate. Starting materials: CN(C)C=O, Cl, [K+], O=[N+]([O-])c1cc([N+](=O)[O-])c(Cl)c(C(F)(F)F)c1, Nc1ncc(Cl)cc1Cl, [OH-]. RXN SMILES: [CH3:30][N:31]([CH3:32])[CH:33]=[O:34].[ClH:29].[K+:11].[N+:12](=[O:13])([O-:14])[c:15]1[c:16]([Cl:28])[c:17]([C:24]([F:25])([F:26])[F:27])[cH:18][c:19]([N+:21](=[O:22])[O-:23])[cH:20]1.[NH2:1][c:2]1[n:3][cH:4][c:5]([Cl:9])[cH:6][c:7]1[Cl:8].[OH-:10]>>[NH:1]([c:2]1[n:3][cH:4][c:5]([Cl:9])[cH:6][c:7]1[Cl:8])[c:16]1[c:15]([N+:12](=[O:13])[O-:14])[cH:20][c:19]([N+:21](=[O:22])[O-:23])[cH:18][c:17]1[C:24]([F:25])([F:26])[F:27]. The product is O=[N+]([O-])c1cc([N+](=O)[O-])c(Nc2ncc(Cl)cc2Cl)c(C(F)(F)F)c1. As a reaction SMILES: [F:1][C:2]1[CH:20]=[CH:19][C:5]2[NH:6][C:7](=O)[C:8]3[C:13]4[CH2:14][CH2:15][CH2:16][CH2:17][C:12]=4[S:11][C:9]=3[O:10][C:4]=2[CH:3]=1.P(Cl)(Cl)(Cl)=O.CN(C)C1C=CC=CC=1.[CH3:35][N:36]1[CH2:41][CH2:40][NH:39][CH2:38][CH2:37]1>>[F:1][C:2]1[CH:20]=[CH:19][C:5]2[N:6]=[C:7]([N:39]3[CH2:40][CH2:41][N:36]([CH3:35])[CH2:37][CH2:38]3)[C:8]3[C:13]4[CH2:14][CH2:15][CH2:16][CH2:17][C:12]=4[S:11][C:9]=3[O:10][C:4]=2[CH:3]=1. The reactants are FC1=CC2=C(NC(C3=C(O2)SC2=C3CCCC2)=O)C=C1 (8-fluoro-1,2,3,4-tetrahydro-[1]benzothieno[2,3-b][1,5]benzoxazepin-12(11H)-one), CN1CCNCC1 (1-methylpiperazine), P(=O)(Cl)(Cl)Cl (phosphorus oxychloride), CN(C1=CC=CC=C1)C (N,N-dimethylaniline). Reported procedure: In the same manner as in Example 80 and using 8-fluoro-1,2,3,4-tetrahydro-[1]benzothieno[2,3-b][1,5]benzoxazepin-12(11H)-one, phosphorus oxychloride, N,N-dimethylaniline and 1-methylpiperazine, 8-fluoro-1,2,3,4-tetrahydro-12-(4-methylpiperazin-1-yl)-[1]benzothieno[2,3-b][1,5]benzoxazepine is obtained. STARTING MATERIAL SNYTHESIS EXAMPLE 66 Product: FC1=CC2=C(N=C(C3=C(O2)SC2=C3CCCC2)N2CCN(CC2)C)C=C1 (8-fluoro-1,2,3,4-tetrahydro-12-(4-methylpiperazin-1-yl)-[1]benzothieno[2,3-b][1,5]benzoxazepine). Reactants: P(O)(O)O (phosphorous acid), HI3, C1CNCCCNCCCNC1 ([12]aneN3), monomethylenesulfonic acids, monomethylenephosphonate, C1CNCCNCCN1 ([9]aneN3). Product: C1CNCCNCCN1 ([9]aneN3), monomethylenephosphonate diethyl ester, C(C)OP(=O)CC=C (monomethylene(ethyl)-phosphinate ethyl ester), C1CNCCCNCCCNC1 ([12]aneN3). RXN SMILES: [CH2:1]1[NH:9][CH2:8][CH2:7][NH:6][CH2:5][CH2:4][NH:3][CH2:2]1.[CH2:10]1[CH2:21][NH:20][CH2:19][CH2:18][CH2:17][NH:16][CH2:15][CH2:14][CH2:13][NH:12][CH2:11]1.[P:22](O)([OH:24])[OH:23]>>[CH2:1]1[NH:9][CH2:8][CH2:7][NH:6][CH2:5][CH2:4][NH:3][CH2:2]1.[CH2:7]([O:24][PH:22]([CH2:19][CH:18]=[CH2:17])=[O:23])[CH3:8].[CH2:18]1[CH2:17][NH:16][CH2:15][CH2:14][CH2:13][NH:12][CH2:11][CH2:10][CH2:21][NH:20][CH2:19]1. Reported procedure: It appears however that the HI3 salts of the monomethylenesulfonic acids of [9]aneN3 and [12]aneN3 can be used directly. When these trilodide salts are added to melted phosphorous acid at 80° C., at 25° C., HP(=O)Et(OEt), or HP(=O)(OEt)2, a very exothermic reaction occurs whereby the respective monomethylenephosphonate, the monomethylene(ethyl)-phosphinate ethyl ester and the monomethylenephosphonate diethyl ester of [9]aneN3 (FIGS. 31A, 31B, and 31C) and the monomethylenephosphonate diethyl est...